From a dataset of the Open Reaction Database (ORD), a public repository of structured organic reaction records. describe an organic reaction: reactants, conditions, products, and yield The reactants are CC1(OCC(O1)CONC(=O)C1=CC2=C(N=CS2)C(=C1NC1=C(C=C(C=C1)I)F)F)C (N-((2,2-dimethyl-1,3-dioxolan-4-yl)methoxy)-4-fluoro-5-((2-fluoro-4-iodophenyl)amino)benzo[d]thiazole-6-carboxamide), FC(C(=O)O)(F)F (trifluoroacetic acid), C([O-])(O)=O.[Na+] (sodium bicarbonate). Run in C(Cl)Cl (CH2Cl2). Yields the product OC(CONC(=O)C1=CC2=C(N=CS2)C(=C1NC1=C(C=C(C=C1)I)F)F)CO (N-(2,3-dihydroxypropoxy)-4-fluoro-5-((2-fluoro-4-iodophenyl)amino)benzo[d]thiazole-6-carboxamide). The yield is 70.0%. RXN SMILES: CC1(C)[O:6][CH:5]([CH2:7][O:8][NH:9][C:10]([C:12]2[C:20]([NH:21][C:22]3[CH:27]=[CH:26][C:25]([I:28])=[CH:24][C:23]=3[F:29])=[C:19]([F:30])[C:15]3[N:16]=[CH:17][S:18][C:14]=3[CH:13]=2)=[O:11])[CH2:4][O:3]1.FC(F)(F)C(O)=O.C(=O)(O)[O-].[Na+]>C(Cl)Cl>[OH:6][CH:5]([CH2:4][OH:3])[CH2:7][O:8][NH:9][C:10]([C:12]1[C:20]([NH:21][C:22]2[CH:27]=[CH:26][C:25]([I:28])=[CH:24][C:23]=2[F:29])=[C:19]([F:30])[C:15]2[N:16]=[CH:17][S:18][C:14]=2[CH:13]=1)=[O:11] |f:2.3|. Procedure details: To a solution of N-((2,2-dimethyl-1,3-dioxolan-4-yl)methoxy)-4-fluoro-5-((2-fluoro-4-iodophenyl)amino)benzo[d]thiazole-6-carboxamide (475 mg, 0.85 mmol) in CH2Cl2 (10 mL) was added trifluoroacetic acid (0.2 mL, 2.69 mmol). The mixture was stirred for 1 h and neutralized with saturated sodium bicarbonate (aq.). The aqueous layer was extracted by CH2Cl2 (10 mL×2). The combined organic layers were washed by water (10 mL) and brine (10 mL) sequentially, dried over Na2SO4, filtered and concentrated i... The reactants are OC1=C(C=C(C=C1)O)C(C)=O (2',5'-dihydroxyacetophenone), N1=CC=C(C=C1)C(=O)Cl (4-pyridylcarbonyl chloride), OC1CCNCC1 (4-hydroxypiperidine). Yields the product Cl.OC1CCN(CC1)CCCCCCOC=1C=CC2=C(C(C=C(O2)C2=CC=NC=C2)=O)C1 (6-[6-(4-Hydroxypiperidinyl)hexoxy]-2-(4-pyridyl)-4H-1-benzopyran-4-one hydrochloride). As a reaction SMILES: [OH:1][C:2]1[CH:7]=[CH:6][C:5]([OH:8])=[CH:4][C:3]=1[C:9](=[O:11])[CH3:10].[N:12]1[CH:17]=[CH:16][C:15]([C:18]([Cl:20])=O)=[CH:14][CH:13]=1.[OH:21][CH:22]1[CH2:27][CH2:26][NH:25][CH2:24][CH2:23]1>>[ClH:20].[OH:21][CH:22]1[CH2:27][CH2:26][N:25]([CH2:6][CH2:7][CH2:2][CH2:3][CH2:4][CH2:5][O:8][C:5]2[CH:6]=[CH:7][C:2]3[O:1][C:18]([C:15]4[CH:14]=[CH:13][N:12]=[CH:17][CH:16]=4)=[CH:10][C:9](=[O:11])[C:3]=3[CH:4]=2)[CH2:24][CH2:23]1 |f:3.4|. Procedure: The compound was prepared by the method of Example 11 from 2',5'-dihydroxyacetophenone, 4-pyridylcarbonyl chloride, and 4-hydroxypiperidine: mp 165°-166 ° C. Yields the product CCOC(=O)c1cccc2c1N(CC=O)S(=O)(=O)N(C(C)C)C2. Reaction SMILES: [CH3:27][S:28][CH3:29].[Cl:30][CH2:31][Cl:32].[O-:24][O+:25]=[O:26].[O:1]=[S:2]1(=[O:23])[N:3]([CH2:20][CH:21]=[CH2:22])[c:4]2[c:5]([cH:11][cH:12][cH:13][c:14]2[C:15](=[O:16])[O:17][CH2:18][CH3:19])[CH2:6][N:7]1[CH:8]([CH3:9])[CH3:10]>>[O:1]=[S:2]1(=[O:23])[N:3]([CH2:20][CH:21]=[O:24])[c:4]2[c:5]([cH:11][cH:12][cH:13][c:14]2[C:15](=[O:16])[O:17][CH2:18][CH3:19])[CH2:6][N:7]1[CH:8]([CH3:9])[CH3:10]. Starting materials: CSC, ClCCl, O=[O+][O-], C=CCN1c2c(cccc2C(=O)OCC)CN(C(C)C)S1(=O)=O. Starting materials: COc1cc(C=NCC(OC)OC)ccc1OCc1ccccc1, COc1cccc(CCl)c1, CCOCC, [Cl-], I, [Mg], [NH4+], O. The product is COc1cccc(CC(NCC(OC)OC)c2ccc(OCc3ccccc3)c(OC)c2)c1. As a reaction SMILES: [CH2:13]([c:14]1[cH:15][cH:16][cH:17][cH:18][cH:19]1)[O:20][c:21]1[c:22]([O:35][CH3:36])[cH:23][c:24]([CH:25]=[N:26][CH2:27][CH:28]([O:29][CH3:30])[O:31][CH3:32])[cH:33][cH:34]1.[CH3:1][O:2][c:3]1[cH:4][c:5]([CH2:6][Cl:7])[cH:8][cH:9][cH:10]1.[CH3:39][CH2:40][O:41][CH2:42][CH3:43].[Cl-:37].[I:12].[Mg:11].[NH4+:38].[OH2:44]>>[CH3:1][O:2][c:3]1[cH:4][c:5]([CH2:6][CH:25]([c:24]2[cH:23][c:22]([O:35][CH3:36])[c:21]([O:20][CH2:13][c:14]3[cH:15][cH:16][cH:17][cH:18][cH:19]3)[cH:34][cH:33]2)[NH:26][CH2:27][CH:28]([O:29][CH3:30])[O:31][CH3:32])[cH:8][cH:9][cH:10]1. Reactants: BrCCOC1=C(C=C(C=C1)NC(COC1=C(C=C(C=C1)C(F)(F)F)Cl)=O)Cl (N-[4-(2-bromo-ethoxy)-3-chloro-phenyl]-2-(2-chloro-4-trifluoromethyl-phenoxy)-acetamide), ClC=1C=C(C=CC1OCCCN(CC)CC)N (3-chloro-4-(3-diethylamino-propoxy)-phenylamine). Yields the product ClC=1C=C(C=CC1OCCCN(CC)CC)NC(COC1=C(C=C(C=C1)C(F)(F)F)Cl)=O (N-[3-chloro-4-(3-diethylamino-propoxy)-phenyl]-2-(2-chloro-4-trifluoromethyl -phenoxy)-acetamide). As a reaction SMILES: Br[CH2:2][CH2:3][O:4][C:5]1[CH:10]=[CH:9][C:8]([NH:11][C:12](=[O:26])[CH2:13][O:14][C:15]2[CH:20]=[CH:19][C:18]([C:21]([F:24])([F:23])[F:22])=[CH:17][C:16]=2[Cl:25])=[CH:7][C:6]=1[Cl:27].ClC1C=C(N)C=CC=1OC[CH2:37][CH2:38][N:39]([CH2:42]C)[CH2:40][CH3:41]>>[Cl:27][C:6]1[CH:7]=[C:8]([NH:11][C:12](=[O:26])[CH2:13][O:14][C:15]2[CH:20]=[CH:19][C:18]([C:21]([F:24])([F:23])[F:22])=[CH:17][C:16]=2[Cl:25])[CH:9]=[CH:10][C:5]=1[O:4][CH2:3][CH2:2][CH2:42][N:39]([CH2:40][CH3:41])[CH2:38][CH3:37]. Reported procedure: Prepared analogously to Example 145 starting from N-[4-(2-bromo-ethoxy)-3-chloro-phenyl]-2-(2-chloro-4-trifluoromethyl-phenoxy)-acetamide (Z28b) and 3-chloro-4-(3-diethylamino-propoxy)-phenylamine (Z29b).